Dataset: the Open Reaction Database (ORD), a public repository of structured organic reaction records. Task: describe an organic reaction: reactants, conditions, products, and yield Starting materials: CN (methylamine), O=C1C2=C(N3C([C@H]4N1CC4)=C(N=C3)C3=NN=C(O3)CN3C(C4=CC=CC=C4C3=O)=O)C=CS2 ((S)-2-[5-(8-oxo-11,11a-dihydro-8H,10H-azeto[1,2-a]imidazo[5,1-c]thieno[3,2-e][1,4]diazepin-1-yl)-1,3,4-oxadiazol-2-ylmethyl]-2,3-dihydro-1H-isoindole-1,3-dione). The solvent is C(C)O (ethanol). Conditions: time 1 hour. Product: NCC1=NN=C(O1)C=1N=CN2C1[C@H]1N(C(C3=C2C=CS3)=O)CC1 ((S)-1-(5-aminomethyl-1,3,4-oxadiazol-2-yl)-11,11a-dihydro-8H,10H-azeto[1,2-a]imidazo[5,1-c]thieno[3,2-e][1,4]-diazepin-8-one). Isolated yield 66.6%. Reaction SMILES: CN.[O:3]=[C:4]1[N:10]2[CH2:11][CH2:12][C@H:9]2[C:8]2=[C:13]([C:16]3[O:20][C:19]([CH2:21][N:22]4C(=O)C5C(=CC=CC=5)C4=O)=[N:18][N:17]=3)[N:14]=[CH:15][N:7]2[C:6]2[CH:33]=[CH:34][S:35][C:5]1=2>C(O)C>[NH2:22][CH2:21][C:19]1[O:20][C:16]([C:13]2[N:14]=[CH:15][N:7]3[C:6]4[CH:33]=[CH:34][S:35][C:5]=4[C:4](=[O:3])[N:10]4[CH2:11][CH2:12][C@H:9]4[C:8]=23)=[N:17][N:18]=1. Procedure details: 30 ml of methylamine (33% in ethanol) were added dropwise at 70° to a suspension of 2.5 g (5.4 mmol) of (S)-2-[5-(8-oxo-11,11a-dihydro-8H,10H-azeto[1,2-a]imidazo[5,1-c]thieno[3,2-e][1,4]diazepin-1-yl)-1,3,4-oxadiazol-2-ylmethyl]-2,3-dihydro-1H-isoindole-1,3-dione in 30 ml of ethanol and the mixture was stirred at 70° for one hour. The precipitate obtained was filtered off while hot and the yellowish powder obtained was washed colourless with ethanol. There were obtained 1.18 g (66%) of (S)-1-(5-... Starting materials: C(CCC)C1=NC2=C(N1)C=CC=C2 (2-butyl-1H-benzimidazol), BrCC1=CC=C(C#N)C=C1 (4-bromomethyl benzonitrile). Product: C(CCC)C1=NC2=C(N1CC1=CC=C(C#N)C=C1)C=CC=C2 (4-((2-butyl-1H-benzimidazol-1-yl)-methyl)-benzonitrile). Isolated yield 117.0%. Reaction SMILES: [CH2:1]([C:5]1[NH:9][C:8]2[CH:10]=[CH:11][CH:12]=[CH:13][C:7]=2[N:6]=1)[CH2:2][CH2:3][CH3:4].Br[CH2:15][C:16]1[CH:23]=[CH:22][C:19]([C:20]#[N:21])=[CH:18][CH:17]=1>>[CH2:1]([C:5]1[N:6]([CH2:15][C:16]2[CH:23]=[CH:22][C:19]([C:20]#[N:21])=[CH:18][CH:17]=2)[C:7]2[CH:13]=[CH:12][CH:11]=[CH:10][C:8]=2[N:9]=1)[CH2:2][CH2:3][CH3:4]. Reported procedure: Using the procedure of Step B of Example 1, 3.5 g of 2-butyl-1H-benzimidazol [POOL et al., Am. Soc., Vol. 59, p. 178 (1937)] and 4.3 g of 4-bromomethyl benzonitrile were reacted to obtain 6.8 g of the desired product melting at 130° C. which was dissolved in methylene chloride, treated with activated charcoal, filtered and evaporated to dryness to obtain 6 g of product melting at 130° C. which was crystallized from isopropyl ether to obtain 4.7 g of the expected product melting at 148° C. The an...